From a dataset of the Open Reaction Database (ORD), a public repository of structured organic reaction records. describe an organic reaction: reactants, conditions, products, and yield The reactants are ClC1=C(C(=C(C(=C1F)Cl)F)Cl)F (1,3,5-trichlorotrifluorobenzene), C=1C=CN=C(C1)C=2C=CC=CN2 (bipyridine). The reagents and catalysts are Cl[Ni]Cl (NiCl2), [Zn] (zinc). Yields the product FC1=CC(=CC(=C1)F)F (1,3,5-trifluorobenzene). As a reaction SMILES: Cl[C:2]1[C:7]([F:8])=[C:6](Cl)[C:5]([F:10])=[C:4](Cl)[C:3]=1[F:12].C1C=CN=C(C2C=CC=CN=2)C=1>[Zn].Cl[Ni]Cl>[F:8][C:7]1[CH:2]=[C:3]([F:12])[CH:4]=[C:5]([F:10])[CH:6]=1. Procedure: In Russ. J. of Org. Chem., vol. 36, 1, pp. 132-33 (2000) describes the dehalogenation of 1,3,5-trichlorotrifluorobenzene by means of zinc in the presence of NiCl2 and bipyridine to give 1,3,5-trifluorobenzene. The reactants are COC1=C2C3=C(C(OC2=CC=C1)C=1C=C(C=CC1)CCCC(=O)OCC)C=C(C=C3)NS(=O)(=O)C (ethyl 4-(3-{1-methoxy-8-[(methylsulfonyl)amino]-6H-benzo[c]chromen-6-yl}phenyl)butanoate), [OH-].[Na+] (NaOH). The solvent is CO.O (MeOH-H2O), Cl (HCl). The product is COC1=C2C3=C(C(OC2=CC=C1)C=1C=C(C=CC1)CCCC(=O)O)C=C(C=C3)NS(=O)(=O)C (4-(3-{1-methoxy-8-[(methylsulfonyl)amino]-6H-benzo[c]chromen-6-yl}phenyl)butanoic acid). The yield is 101.6%. RXN SMILES: [CH3:1][O:2][C:3]1[CH:12]=[CH:11][CH:10]=[C:9]2[C:4]=1[C:5]1[CH:30]=[CH:29][C:28]([NH:31][S:32]([CH3:35])(=[O:34])=[O:33])=[CH:27][C:6]=1[CH:7]([C:13]1[CH:14]=[C:15]([CH2:19][CH2:20][CH2:21][C:22]([O:24]CC)=[O:23])[CH:16]=[CH:17][CH:18]=1)[O:8]2.[OH-].[Na+]>CO.O.Cl>[CH3:1][O:2][C:3]1[CH:12]=[CH:11][CH:10]=[C:9]2[C:4]=1[C:5]1[CH:30]=[CH:29][C:28]([NH:31][S:32]([CH3:35])(=[O:34])=[O:33])=[CH:27][C:6]=1[CH:7]([C:13]1[CH:14]=[C:15]([CH2:19][CH2:20][CH2:21][C:22]([OH:24])=[O:23])[CH:16]=[CH:17][CH:18]=1)[O:8]2 |f:1.2,3.4|. Procedure: A solution of Example 150 (0.78 g, 1.6 mmol) and NaOH (0.67 g, 16.7 mmol) in MeOH-H2O (3 mL, 1:1) was stirred for 6 hours, diluted with aqueous HCl (50 mL, 1M) and extracted with ethyl acetate (3×35 mL). The combined ethyl acetate was dried (MgSO4), filtered and concentrated under reduced pressure to provide the titled compound (0.76 g, 99%) of the title compound. 1NMR (CDCl3 300 MHz) δ 1.95 (quintet, J=7 Hz, 2H), 2.31 (t, J=7 Hz, 2H), 2.68 (t, J=7 Hz, 2H), 2.95 (s, 3H), 3.94 (s, 3H), 5.93 (s, 1... The reactants are O=C(n1ccnc1)n1ccnc1, O=C(O)Cc1ccc(Cl)cc1, Cl, Cc1nc2ccc(CN)cc2c(=O)n1C1CCC(=O)NC1=O, CN(C)C=O. Yields the product Cc1nc2ccc(CNC(=O)Cc3ccc(Cl)cc3)cc2c(=O)n1C1CCC(=O)NC1=O. RXN SMILES: [C:12]([n:13]1[cH:14][cH:15][n:16][cH:17]1)([n:18]1[cH:19][cH:20][n:21][cH:22]1)=[O:23].[Cl:1][c:2]1[cH:3][cH:4][c:5]([CH2:8][C:9](=[O:10])[OH:11])[cH:6][cH:7]1.[ClH:24].[NH2:25][CH2:26][c:27]1[cH:28][c:29]2[c:30](=[O:46])[n:31]([CH:38]3[C:39](=[O:45])[NH:40][C:41](=[O:44])[CH2:42][CH2:43]3)[c:32]([CH3:37])[n:33][c:34]2[cH:35][cH:36]1.[O:47]=[CH:48][N:49]([CH3:50])[CH3:51]>>[Cl:1][c:2]1[cH:3][cH:4][c:5]([CH2:8][C:9](=[O:11])[NH:25][CH2:26][c:27]2[cH:28][c:29]3[c:30](=[O:46])[n:31]([CH:38]4[C:39](=[O:45])[NH:40][C:41](=[O:44])[CH2:42][CH2:43]4)[c:32]([CH3:37])[n:33][c:34]3[cH:35][cH:36]2)[cH:6][cH:7]1. Starting materials: C(#N)CCCC1CCN(CC1)C=O (4-(3-cyanopropyl)-1-piperidinecarboxaldehyde), C1(=CC=C(C=C1)S(=O)(=O)O)C.C(CN)N (ethylenediamine p-toluenesulfonate), CO[Na] (MeONa). The solvent is C(C)O (ethanol). Run at temperature 200 celsius. Yields the product N1C(=NCC1)CCCC1CCNCC1 (4-[3-(4,5-dihydro-1H-imidazol-2-yl)propyl]piperidine). Yield: 72.5%. RXN SMILES: [C:1]([CH2:3][CH2:4][CH2:5][CH:6]1[CH2:11][CH2:10][N:9](C=O)[CH2:8][CH2:7]1)#[N:2].C1(C)C=CC(S(O)(=O)=O)=CC=1.[CH2:25](N)[CH2:26][NH2:27].CO[Na]>C(O)C>[NH:27]1[CH2:26][CH2:25][N:2]=[C:1]1[CH2:3][CH2:4][CH2:5][CH:6]1[CH2:7][CH2:8][NH:9][CH2:10][CH2:11]1 |f:1.2|. Reported procedure: To 4-(3-cyanopropyl)-1-piperidinecarboxaldehyde (10 g, 0.055M), there was added ethylenediamine p-toluenesulfonate (30 g, 0.129M) and the mixture was heated at 200° C. for 41/2 hours. The reaction mixture was dissolved in ethanol (100 ml), basified with MeONa (0.26M), filtered and stripped to dryness. The residue was distilled at 170° C., 0.025 mmHg to give 4-[3-(4,5-dihydro-1H-imidazol-2-yl)propyl]piperidine (7.86 g, 72% yield). The reactants are C1(CCCCC1)=NO (cyclohexanone oxime), C(C)(=O)[O-].C(C)(=O)[O-].C(C)(=O)[O-].C(C)(=O)[O-].[Pb+4] (lead tetraacetate), C(#N)CC(=O)O (cyanoacetic acid). Yields the product C(#N)CC(=O)OC1(CCCCC1)N=O (1-Nitrosocyclohexyl 2-cyanoacetate). As a reaction SMILES: [C:1]1(=[N:7][OH:8])[CH2:6][CH2:5][CH2:4][CH2:3][CH2:2]1.C([O-])(=O)C.C([O-])(=O)C.C([O-])(=O)C.C([O-])(=O)C.[Pb+4].[C:26]([CH2:28][C:29]([OH:31])=[O:30])#[N:27]>>[C:26]([CH2:28][C:29]([O:31][C:1]1([N:7]=[O:8])[CH2:6][CH2:5][CH2:4][CH2:3][CH2:2]1)=[O:30])#[N:27] |f:1.2.3.4.5|. Procedure: 1-Nitrosocyclohexyl 2-cyanoacetate was prepared from cyclohexanone oxime, lead tetraacetate and cyanoacetic acid using conditions of General Method 3. 1H NMR (250 MHz, chloroform-d) δ 3.62 (2H, s), 2.01-2.21 (2H, m), 1.70-1.97 (5H, m), 1.41-1.69 (3H, m). Reactants: CC=1C=C(C=C(C1O)C)CCC(=O)C1=C2C[C@@H]3[C@H](C2=C(S1)C)C3(C)C (3-(3,5-dimethyl-4-hydroxy-phenyl)-1-((1aS,5aR)-1,1,2-trimethyl-1,1a,5,5a-tetrahydro-3-thia-cyclopropa[a]pentalen-4-yl)-propan-1-one), CC=1C=C(C=C(C1O)C)CCC(=O)C1=C2C[C@@H]3[C@H](C2=C(S1)C)C3(C)C (3-(3,5-dimethyl-4-hydroxy-phenyl)-1-((1aS,5aR)-1,1,2-trimethyl-1,1a,5,5a-tetrahydro-3-thia-cyclopropa[a]pentalen-4-yl)-propan-1-one), C(Cl)C1CO1 (epichlorohydrine). The solvent is C(C)(C)O (isopropanol), [OH-].[Na+] (NaOH), C(C)OCC (diethyl ether). Run at time 18 hour. Yields the product CC=1C=C(C=C(C1OCC1OC1)C)CCC(=O)C1=C2C[C@@H]3[C@H](C2=C(S1)C)C3(C)C (3-(3,5-dimethyl-4-oxiranylmethoxy-phenyl)-1-((1aS,5aR)-1,1,2-trimethyl-1,1a,5,5a-tetrahydro-3-thia-cyclopropa[a]pentalen-4-yl)-propan-1-one). Isolated yield 74.3%. As a reaction SMILES: [CH3:1][C:2]1[CH:3]=[C:4]([CH2:10][CH2:11][C:12]([C:14]2[S:21][C:20]([CH3:22])=[C:19]3[C:15]=2[CH2:16][C@H:17]2[C:23]([CH3:25])([CH3:24])[C@H:18]23)=[O:13])[CH:5]=[C:6]([CH3:9])[C:7]=1[OH:8].[CH2:26]([CH:28]1[O:30][CH2:29]1)Cl>C(O)(C)C.[OH-].[Na+].C(OCC)C>[CH3:9][C:6]1[CH:5]=[C:4]([CH2:10][CH2:11][C:12]([C:14]2[S:21][C:20]([CH3:22])=[C:19]3[C:15]=2[CH2:16][C@H:17]2[C:23]([CH3:25])([CH3:24])[C@H:18]23)=[O:13])[CH:3]=[C:2]([CH3:1])[C:7]=1[O:8][CH2:26][CH:28]1[CH2:29][O:30]1 |f:3.4|. Reported procedure: A solution of 3-(3,5-dimethyl-4-hydroxy-phenyl)-1-((1aS,5aR)-1,1,2-trimethyl-1,1a,5,5a-tetrahydro-3-thia-cyclopropa[a]pentalen-4-yl)-propan-1-one (2.00 g, 5.64 mmol, Intermediate 10) in isopropanol (20 mL) and 3 N aq. NaOH (12 mL) is treated with epichlorohydrine (2.12 g, 16.92 mmol). The dark red reaction mixture is stirred at rt for 18 h. The mixture is diluted with diethyl ether (250 mL) and washed with sat. aq. NaHCO3 followed by water. The organic layer is dried over MgSO4 and evaporated. T... The reactants are FC1=CC(=C(C(=C1)[N+](=O)[O-])NC(C(F)(F)F)=O)[N+](=O)[O-] (4-fluoro-2,6-dinitro(trifluoroacetamido)benzene). Solvent: C(=O)([O-])[O-].[K+].[K+] (K2CO3). Yields the product FC1=CC(=C(N)C(=C1)[N+](=O)[O-])[N+](=O)[O-] (4-Fluoro-2,6-dinitroaniline). Yield: 52.2%. RXN SMILES: [F:1][C:2]1[CH:7]=[C:6]([N+:8]([O-:10])=[O:9])[C:5]([NH:11]C(=O)C(F)(F)F)=[C:4]([N+:18]([O-:20])=[O:19])[CH:3]=1>C([O-])([O-])=O.[K+].[K+]>[F:1][C:2]1[CH:7]=[C:6]([N+:8]([O-:10])=[O:9])[C:5]([NH2:11])=[C:4]([N+:18]([O-:20])=[O:19])[CH:3]=1 |f:1.2.3|. Reported procedure: A solution of 4-fluoro-2,6-dinitro(trifluoroacetamido)benzene (297 mg, 1.00 mmol) in 10% K2CO3 (10 mL) was refluxed for 1 h, then cooled to room temperature to give yellow crystals. It was filtered and washed with cold water (2×1 mL), affording 105 mg (52%) of the title compound. 1H NMR (DMSO-d6): δ 8.254 (s, 2H), 8.460 (d, 2H, J=8.4).